Dataset: the Open Reaction Database (ORD), a public repository of structured organic reaction records. Task: describe an organic reaction: reactants, conditions, products, and yield Procedure details: Step 4, Method B of Example 1 was substantially repeated in this Example 7 except for employing ((R)-3-amino-2-hydroxy-propyl)-cyclohexylmethyl-phosphinic acid benzyl ester hydrochloride and N-Cbz-L-proline as the starting materials. Subsequent hydrogenation of the resulting benzyl ester in accordance with the procedures of Step 5, Method A of Example 1 and RP-HPLC purification yielded the title compound. 1H NMR (CD3OD, 300 MHz): δ 4.32-4.18 (m, 1H), 4.13-3.95 (m, 1H), 3.55-3.20 (m, 4H), 2.52-2.... Reaction SMILES: Cl.C([O:9][P:10]([CH2:19][C@H:20]([OH:23])[CH2:21][NH2:22])([CH2:12][CH:13]1[CH2:18][CH2:17][CH2:16][CH2:15][CH2:14]1)=[O:11])C1C=CC=CC=1.C([N:34]1[CH2:41][CH2:40][CH2:39][C@H:35]1[C:36](O)=[O:37])(OCC1C=CC=CC=1)=O>>[CH:13]1([CH2:12][P:10]([CH2:19][C@H:20]([OH:23])[CH2:21][NH:22][C:36]([C@@H:35]2[CH2:39][CH2:40][CH2:41][NH:34]2)=[O:37])(=[O:11])[OH:9])[CH2:14][CH2:15][CH2:16][CH2:17][CH2:18]1 |f:0.1|. Product: C1(CCCCC1)CP(O)(=O)C[C@@H](CNC(=O)[C@H]1NCCC1)O (Cyclohexylmethyl-{(R)-2-hydroxy-3-[((S)-pyrrolidine-2-carbonyl)-amino]-propyl}-phosphinic acid). Starting materials: Cl.C(C1=CC=CC=C1)OP(=O)(CC1CCCCC1)C[C@@H](CN)O (((R)-3-amino-2-hydroxy-propyl)-cyclohexylmethyl-phosphinic acid benzyl ester hydrochloride), C(=O)(OCC1=CC=CC=C1)N1[C@H](C(=O)O)CCC1 (N-Cbz-L-proline). The reactants are C[Si](C1=CC(=CO1)C=O)(C)C (5-trimethylsilyl-3-furaldehyde), COP(OC)(=O)CC(CCCCCCCCCCC)=O (dimethyl-2-oxotridecylphosphonate), [H-].[Na+] (sodium hydride). The solvent is O1CCCC1 (tetrahydrofuran), O1CCCC1 (tetrahydrofuran), O1CCCC1 (tetrahydrofuran). Run at time 30 minute. The product is O=C(/C=C/C1=COC(=C1)[Si](C)(C)C)CCCCCCCCCCC ((E)-3-(3-Ketotetradecen-1-yl)-5-trimethylsilylfuran). RXN SMILES: COP([CH2:7][C:8](=[O:20])[CH2:9][CH2:10][CH2:11][CH2:12][CH2:13][CH2:14][CH2:15][CH2:16][CH2:17][CH2:18][CH3:19])(=O)OC.[H-].[Na+].[CH3:23][Si:24]([CH3:33])([CH3:32])[C:25]1[O:29][CH:28]=[C:27]([CH:30]=O)[CH:26]=1>O1CCCC1>[O:20]=[C:8]([CH2:9][CH2:10][CH2:11][CH2:12][CH2:13][CH2:14][CH2:15][CH2:16][CH2:17][CH2:18][CH3:19])/[CH:7]=[CH:30]/[C:27]1[CH:26]=[C:25]([Si:24]([CH3:33])([CH3:32])[CH3:23])[O:29][CH:28]=1 |f:1.2|. Procedure details: A solution of dimethyl-2-oxotridecylphosphonate (984 mg. 3.21 mmol) in tetrahydrofuran (25 ml) was added to a suspension of sodium hydride (78 mg, 3.21 mmol) in tetrahydrofuran (5 ml) at 0° C. (u.c.) under argon. After 30 min, a solution of 5-trimethylsilyl-3-furaldehyde (450 mg. 2.68 mmol) in tetrahydrofuran (15 ml) was added. Stirring was contained overnight while the cooling bath attained room temperature. The reaction mixture was quenched with saturated ammonium chloride and the organic laye... Starting materials: [N+](=O)([O-])[O-].[Na+] (sodium nitrate), CC1=C(N)C(=CC=C1)[N+](=O)[O-] (2-methyl-6-nitroaniline), Br (hydrobromic acid), cuprous bromide, Br (hydrobromic acid). Run in O (water), O (water). Run at temperature 15 celsius, time 16 hour. Yields the product BrC1=C(C=CC=C1[N+](=O)[O-])C (2-bromo-3-nitrotoluene). As a reaction SMILES: [CH3:1][C:2]1[CH:8]=[CH:7][CH:6]=[C:5]([N+:9]([O-:11])=[O:10])[C:3]=1N.[BrH:12].[N+]([O-])([O-])=O.[Na+]>O>[Br:12][C:3]1[C:5]([N+:9]([O-:11])=[O:10])=[CH:6][CH:7]=[CH:8][C:2]=1[CH3:1] |f:2.3|. Procedure: A stirred solution of 75.0 grams (0.493 mole) of 2-methyl-6-nitroaniline and 40 ml of aqueous 48% hydrobromic acid in 135 ml of water was cooled to 0° C. and a solution of 36.2 grams (0.510 mole) of sodium nitrate in 60 ml of water was added dropwise during a one hour period. Upon complete addition the mixture was filtered through glass wool into a large dropping funnel. This solution was added dropwise to a second solution of 77.8 grams (0.542 mole) of cuprous bromide in 165 ml of aqueous 48% h... RXN SMILES: [CH2:1]1[CH2:2][CH2:3][CH:4]2[N:5]1[c:6]1[cH:7][cH:8][cH:9][cH:10][c:11]1[NH:12][CH2:13]2.[c:14]1([CH3:38])[cH:15][cH:16][c:17](-[c:20]2[c:21]([C:22](=[O:23])[NH:24][c:25]3[cH:26][cH:27][c:28]([C:29](=[O:30])[OH:31])[cH:32][cH:33]3)[cH:34][cH:35][cH:36][cH:37]2)[cH:18][cH:19]1>>[CH2:1]1[CH2:2][CH2:3][CH:4]2[N:5]1[c:6]1[cH:7][cH:8][cH:9][cH:10][c:11]1[N:12]([C:29]([c:28]1[cH:27][cH:26][c:25]([NH:24][C:22]([c:21]3[c:20](-[c:17]4[cH:16][cH:15][c:14]([CH3:38])[cH:19][cH:18]4)[cH:37][cH:36][cH:35][cH:34]3)=[O:23])[cH:33][cH:32]1)=[O:30])[CH2:13]2. The product is Cc1ccc(-c2ccccc2C(=O)Nc2ccc(C(=O)N3CC4CCCN4c4ccccc43)cc2)cc1. The reactants are c1ccc2c(c1)NCC1CCCN21, Cc1ccc(-c2ccccc2C(=O)Nc2ccc(C(=O)O)cc2)cc1. The reactants are ClC1=C(C(=CC=C1)F)NC=1NC2=C(N1)C=C(C1=C2CC(O1)(C)C)C(=O)O (2-[(2-chloro-6-fluorophenyl)amino]-7,7-dimethyl-7,8-dihydro-1H-furo[3,2-e]benzimidazole-5-carboxylic acid), CCN(C(C)C)C(C)C (DIPEA), S(=O)(Cl)Cl (thionyl chloride), FC1=C(N)C=CC(=C1)C (2-fluoro-4-methylaniline). Run in C1CCOC1 (THF). The product is ClC1=C(C(=CC=C1)F)NC1=NC2=C(N1)C=1CC(OC1C(=C2)C(=O)NC2=C(C=C(C=C2)C)F)(C)C (2-((2-Chloro-6-fluorophenyl)amino)-N-(2-fluoro-4-methylphenyl)-7,7-dimethyl-7,8-dihydro-1H-benzofuro[4,5-d]imidazole-5-carboxamide). The yield is 51.8%. As a reaction SMILES: [Cl:1][C:2]1[CH:7]=[CH:6][CH:5]=[C:4]([F:8])[C:3]=1[NH:9][C:10]1[NH:11][C:12]2[C:18]3[CH2:19][C:20]([CH3:23])([CH3:22])[O:21][C:17]=3[C:16]([C:24]([OH:26])=O)=[CH:15][C:13]=2[N:14]=1.S(Cl)(Cl)=O.[F:31][C:32]1[CH:38]=[C:37]([CH3:39])[CH:36]=[CH:35][C:33]=1[NH2:34].CCN(C(C)C)C(C)C>C1COCC1>[Cl:1][C:2]1[CH:7]=[CH:6][CH:5]=[C:4]([F:8])[C:3]=1[NH:9][C:10]1[NH:11][C:12]2[C:18]3[CH2:19][C:20]([CH3:22])([CH3:23])[O:21][C:17]=3[C:16]([C:24]([NH:34][C:33]3[CH:35]=[CH:36][C:37]([CH3:39])=[CH:38][C:32]=3[F:31])=[O:26])=[CH:15][C:13]=2[N:14]=1. Procedure details: The title compound was prepared following the procedure described for Example-108 using 2-[(2-chloro-6-fluorophenyl)amino]-7,7-dimethyl-7,8-dihydro-1H-furo[3,2-e]benzimidazole-5-carboxylic acid (Intermediate-15, 0.150 g, 0.400 mmol), thionyl chloride (2.0 mL), 2-fluoro-4-methylaniline (0.075 g, 0.600 mmol), THF (5.0 mL) and DIPEA (3 mL). The obtained crude product was purified by column chromatography on basic alumina eluting with 0.7-1.0% MeOH:DCM to afford 0.100 g of the desired product. 1HNMR... Starting materials: BrC=1C=CC2=C(N(N=N2)CC=2C=CC=3N(N2)C=C(N3)C(=O)OCC)C1 (ethyl 6-((6-bromo-1H-benzo[d][1,2,3]triazol-1-yl)methyl)imidazo[1,2-b]pyridazine-2-carboxylate), [Li+].[OH-] (LiOH). Solvent: O.CO (H2O MeOH). Reaction conditions: time 18 hour. Product: BrC=1C=CC2=C(N(N=N2)CC=2C=CC=3N(N2)C=C(N3)C(=O)O)C1 (6-((6-bromo-1H-benzo[d][1,2,3]triazol-1-yl)methyl)imidazo[1,2-b]pyridazine-2-carboxylic acid). Yield: 77.4%. Reaction SMILES: [Br:1][C:2]1[CH:3]=[CH:4][C:5]2[N:9]=[N:8][N:7]([CH2:10][C:11]3[CH:12]=[CH:13][C:14]4[N:15]([CH:17]=[C:18]([C:20]([O:22]CC)=[O:21])[N:19]=4)[N:16]=3)[C:6]=2[CH:25]=1.[Li+].[OH-]>O.CO>[Br:1][C:2]1[CH:3]=[CH:4][C:5]2[N:9]=[N:8][N:7]([CH2:10][C:11]3[CH:12]=[CH:13][C:14]4[N:15]([CH:17]=[C:18]([C:20]([OH:22])=[O:21])[N:19]=4)[N:16]=3)[C:6]=2[CH:25]=1 |f:1.2,3.4|. Procedure: To a solution of ethyl 6-((6-bromo-1H-benzo[d][1,2,3]triazol-1-yl)methyl)imidazo[1,2-b]pyridazine-2-carboxylate 13A (5 g, 12.46 mmol) in 10% H2O/MeOH (200 mL), LiOH (0.597 g, 24.92 mmol) was added. The reaction was stirred at ambient temperature for 18 hrs and then concentrated to remove the MeOH. H2O (100 mL) was added and the pH was adjusted to 4 with concentrated HCl. The resulting solid was collected by filtration, rinsed with water followed by EtOAc, and dried in vacuum over P2O5 to provide...